This data is from the Open Reaction Database (ORD), a public repository of structured organic reaction records. The task is: describe an organic reaction: reactants, conditions, products, and yield Reactants: C(=C)C=1C(=C(C#N)C(=CC1)F)F (3-Ethenyl-2,6-difluorobenzonitrile), C1=CC(=CC(=C1)Cl)C(=O)OO (mCPBA). Run in C(Cl)Cl (DCM). Conditions: time 48 hour. The product is FC1=C(C#N)C(=CC=C1C1OC1)F (2,6-Difluoro-3-(oxiran-2-yl)benzonitrile). As a reaction SMILES: [CH:1]([C:3]1[C:4]([F:12])=[C:5]([C:8]([F:11])=[CH:9][CH:10]=1)[C:6]#[N:7])=[CH2:2].C1C=C(Cl)C=C(C(OO)=[O:21])C=1>C(Cl)Cl>[F:12][C:4]1[C:3]([CH:1]2[CH2:2][O:21]2)=[CH:10][CH:9]=[C:8]([F:11])[C:5]=1[C:6]#[N:7]. Procedure details: 3-Ethenyl-2,6-difluorobenzonitrile (1.70 g, 10.3 mmol) was added to DCM (10 mL) at 0° C. Then mCPBA (5.33 g, 30.9 mmol) was added and the mixture was stirred at RT for 48 h. The reaction mixture was washed with saturated aqueous Na2S2O3, then with 1N NaOH, and brine. The organic layer was separated and dried over Na2SO4, filtered, and evaporated to dryness. The crude product was purified by MPLC chromatography through a 120 g Redi-sep column, eluting with a 0-100% EtOAc/hexane solvent system. 2,... The reactants are CS(=O)(=O)CC1=CC=C(C=C1)C=1C=C2C(=CN1)OC(C2)C2CCN(CC2)C#N (4-[5-(4-methanesulfonylmethyl-phenyl)-2,3-dihydro-furo[2,3-c]pyridin-2-yl]-piperidine-1-carbonitrile), ONC(CCC)=N (N-hydroxy-butyramidine). Product: CS(=O)(=O)CC1=CC=C(C=C1)C=1C=C2C(=CN1)OC(C2)C2CCN(CC2)C2=NC(=NO2)CCC (5-(4-Methanesulfonylmethyl-phenyl)-2-[1-(3-propyl-[1,2,4]oxadiazol-5-yl)-piperidin-4-yl]-2,3-dihydro-furo[2,3-c]pyridine). RXN SMILES: [CH3:1][S:2]([CH2:5][C:6]1[CH:11]=[CH:10][C:9]([C:12]2[CH:13]=[C:14]3[CH2:20][CH:19]([CH:21]4[CH2:26][CH2:25][N:24]([C:27]#[N:28])[CH2:23][CH2:22]4)[O:18][C:15]3=[CH:16][N:17]=2)=[CH:8][CH:7]=1)(=[O:4])=[O:3].[OH:29][NH:30][C:31](=N)[CH2:32][CH2:33][CH3:34]>>[CH3:1][S:2]([CH2:5][C:6]1[CH:7]=[CH:8][C:9]([C:12]2[CH:13]=[C:14]3[CH2:20][CH:19]([CH:21]4[CH2:26][CH2:25][N:24]([C:27]5[O:29][N:30]=[C:31]([CH2:32][CH2:33][CH3:34])[N:28]=5)[CH2:23][CH2:22]4)[O:18][C:15]3=[CH:16][N:17]=2)=[CH:10][CH:11]=1)(=[O:3])=[O:4]. Reported procedure: The title compound is prepared from 4-[5-(4-methanesulfonylmethyl-phenyl)-2,3-dihydro-furo[2,3-c]pyridin-2-yl]-piperidine-1-carbonitrile and N-hydroxy-butyramidine following a procedure analogous to that described in Example 2. LC (method 6): tR=1.46 min; Mass spectrum (ESI+): m/z=483 [M+H]+. Starting materials: BrC1=CC(=C(C(=C1)F)C(=O)N1[C@@H](CCC1)CN1CCCC1)F ((4-bromo-2,6-difluoro-phenyl)-(2-(S)-pyrrolidin-1-ylmethyl-pyrrolidin-1-yl)-methanone), COC1=NC=C(C=N1)B(O)O (2-methoxypyrimidine-5-boronic acid). Product: FC1=C(C(=CC(=C1)C=1C=NC(=NC1)OC)F)C(=O)N1[C@@H](CCC1)CN1CCCC1 ([2,6-Difluoro-4-(2-methoxy-pyrimidin-5-yl)-phenyl]-(2-(S)-pyrrolidin-1-ylmethyl-pyrrolidin-1-yl)-methanone). RXN SMILES: Br[C:2]1[CH:7]=[C:6]([F:8])[C:5]([C:9]([N:11]2[CH2:15][CH2:14][CH2:13][C@H:12]2[CH2:16][N:17]2[CH2:21][CH2:20][CH2:19][CH2:18]2)=[O:10])=[C:4]([F:22])[CH:3]=1.[CH3:23][O:24][C:25]1[N:30]=[CH:29][C:28](B(O)O)=[CH:27][N:26]=1>>[F:8][C:6]1[CH:7]=[C:2]([C:28]2[CH:27]=[N:26][C:25]([O:24][CH3:23])=[N:30][CH:29]=2)[CH:3]=[C:4]([F:22])[C:5]=1[C:9]([N:11]1[CH2:15][CH2:14][CH2:13][C@H:12]1[CH2:16][N:17]1[CH2:21][CH2:20][CH2:19][CH2:18]1)=[O:10]. Procedure: The title compound is prepared in a manner substantially analogous to Example 14 via Procedure F′ from (4-bromo-2,6-difluoro-phenyl)-(2-(S)-pyrrolidin-1-ylmethyl-pyrrolidin-1-yl)-methanone and 2-methoxypyrimidine-5-boronic acid (CAS 628692-15-9). MS (FIA) 403 (MH+) Starting materials: CC1=C(C=NC=C1)O (4-methyl-3-pyridinol), [NH2-].[Na+] (sodium amide). The product is NC1=NC=CC(=C1O)C (2-amino-4-methyl-3-pyridinol). Reaction SMILES: [CH3:1][C:2]1[CH:7]=[CH:6][N:5]=[CH:4][C:3]=1[OH:8].[NH2-:9].[Na+]>>[NH2:9][C:4]1[C:3]([OH:8])=[C:2]([CH3:1])[CH:7]=[CH:6][N:5]=1 |f:1.2|. Procedure details: A mixture of 218.0 g of 4-methyl-3-pyridinol and 78.0 g of sodium amide are placed in a pressure vessel and heated at 150° for 6 hours. The vessel is allowed to cool, the solid mass is removed and added portionwise to 1 l. of cold 2-propanol. Subsequently, 20% aqueous acetic acid is added until the pH is 5.5 and the whole concentrated to dryness in vacuo. The residue is extracted thoroughly with chloroform and the chloroform extracts washed with saturated aqueous sodium chloride, dried and conce... As a reaction SMILES: Cl.[NH2:2][C@@H:3]1[CH2:8][CH2:7][C@H:6]([NH:9][C:10]([C:12]2[C:16]3[N:17]=[CH:18][N:19]=[C:20]([C:21]4[CH:26]=[CH:25][C:24]([O:27][CH3:28])=[CH:23][C:22]=4[O:29][CH2:30][CH:31]4[CH2:33][CH2:32]4)[C:15]=3[NH:14][C:13]=2[CH3:34])=[O:11])[CH2:5][CH2:4]1.[C:35](Cl)(=[O:37])[CH3:36]>>[C:35]([NH:2][C@@H:3]1[CH2:8][CH2:7][C@H:6]([NH:9][C:10]([C:12]2[C:16]3[N:17]=[CH:18][N:19]=[C:20]([C:21]4[CH:26]=[CH:25][C:24]([O:27][CH3:28])=[CH:23][C:22]=4[O:29][CH2:30][CH:31]4[CH2:32][CH2:33]4)[C:15]=3[NH:14][C:13]=2[CH3:34])=[O:11])[CH2:5][CH2:4]1)(=[O:37])[CH3:36] |f:0.1|. The product is C(C)(=O)N[C@H]1CC[C@H](CC1)NC(=O)C1=C(NC2=C1N=CN=C2C2=C(C=C(C=C2)OC)OCC2CC2)C (N-(cis-4-acetamidocyclohexyl)-4-[2-(cyclopropylmethoxy)-4-methoxyphenyl]-6-methyl-5H-pyrrolo[3,2-d]pyrimidine-7-carboxamide). Procedure: Starting from N-(cis-4-aminocyclohexyl)-4-[2-(cyclopropylmethoxy)-4-methoxyphenyl]-6-methyl-5H-pyrrolo[3,2-d]pyrimidine-7-carboxamide hydrochloride (example D.f20) and commercially acetyl chloride the title compound is obtained as colorless solid. Starting materials: Cl.N[C@H]1CC[C@H](CC1)NC(=O)C1=C(NC2=C1N=CN=C2C2=C(C=C(C=C2)OC)OCC2CC2)C (N-(cis-4-aminocyclohexyl)-4-[2-(cyclopropylmethoxy)-4-methoxyphenyl]-6-methyl-5H-pyrrolo[3,2-d]pyrimidine-7-carboxamide hydrochloride), C(C)(=O)Cl (acetyl chloride).